This data is from the Open Reaction Database (ORD), a public repository of structured organic reaction records. The task is: describe an organic reaction: reactants, conditions, products, and yield Starting materials: O=C1OC(CCc2ccccc2)(c2ccccc2)CC(O)=C1Br, C1CCNCC1, Cc1ccc(C(C)C)c(S)c1, ClCCl. The product is Cc1ccc(C(C)C)c(SC2=C(O)CC(CCc3ccccc3)(c3ccccc3)OC2=O)c1. Reaction SMILES: [Br:1][C:2]1=[C:7]([OH:8])[CH2:6][C:5]([CH2:9][CH2:10][c:11]2[cH:12][cH:13][cH:14][cH:15][cH:16]2)([c:17]2[cH:18][cH:19][cH:20][cH:21][cH:22]2)[O:4][C:3]1=[O:23].[CH2:35]1[CH2:36][CH2:37][NH:38][CH2:39][CH2:40]1.[CH3:24][c:25]1[cH:26][cH:27][c:28]([CH:32]([CH3:33])[CH3:34])[c:29]([SH:31])[cH:30]1.[Cl:41][CH2:42][Cl:43]>>[C:2]1([S:31][c:29]2[c:28]([CH:32]([CH3:33])[CH3:34])[cH:27][cH:26][c:25]([CH3:24])[cH:30]2)=[C:7]([OH:8])[CH2:6][C:5]([CH2:9][CH2:10][c:11]2[cH:12][cH:13][cH:14][cH:15][cH:16]2)([c:17]2[cH:18][cH:19][cH:20][cH:21][cH:22]2)[O:4][C:3]1=[O:23]. Reactants: C(C)N1C=NS(C2=C1C=C(C=N2)C)(=O)=O (4-ethyl-6-methyl-4H- pyrido[3,2-e][1,2,4]thiadiazine 1,1-dioxide), Example 78}in, [BH4-].[Na+] (sodium borohydride). Run in C(C)(C)O.C(Cl)(Cl)Cl (isopropanol chloroform). Run at time 30 minute. The product is C(C)N1CNS(C2=C1C=C(C=N2)C)(=O)=O (4-ETHYL-6-METHYL-2,3-DIHYDRO-4H-PYRIDO[3,2-e ][1,2,4]THIADIAZINE 1,1-DIOXIDE). As a reaction SMILES: [CH2:1]([N:3]1[C:8]2[CH:9]=[C:10]([CH3:13])[CH:11]=[N:12][C:7]=2[S:6](=[O:15])(=[O:14])[N:5]=[CH:4]1)[CH3:2].[BH4-].[Na+]>C(O)(C)C.C(Cl)(Cl)Cl>[CH2:1]([N:3]1[C:8]2[CH:9]=[C:10]([CH3:13])[CH:11]=[N:12][C:7]=2[S:6](=[O:14])(=[O:15])[NH:5][CH2:4]1)[CH3:2] |f:1.2,3.4|. Procedure: A solution of 0.6 g of 4-ethyl-6-methyl-4H- pyrido[3,2-e][1,2,4]thiadiazine 1,1-dioxide (Example 78}in 30 cm3 of a 1/1 isopropanol/chloroform mixture is treated, in small portions, with 0.45 g of sodium borohydride with good stirring and under an inert atmosphere. After 30 minutes at ambient temperature, the excess borohydride is destroyed by addition of a few drops of acetic acid and the solvent is removed under reduced pressure. The residue is taken up in 10 cm3 of water and the pH of the mixt... Reactants: ClC1=NC=C(C(=N1)NC=1C=C(C=CC1)CCC1=CC=CC(=N1)NC(OC(C)(C)C)=O)Cl (tert-butyl [6-(2-{3-[(2,5-dichloropyrimidin-4-yl)amino]phenyl}ethyl)pyridin-2-yl]carbamate), Cl (hydrogen chloride). Run in O1CCOCC1 (1,4-dioxane), O1CCOCC1 (1,4-dioxane). Reaction conditions: time 2 hour. Product: Cl.Cl.NC1=CC=CC(=N1)CCC=1C=C(C=CC1)NC1=NC(=NC=C1Cl)Cl (N-{3-[2-(6-Aminopyridin-2-yl)ethyl]phenyl}-2,5-dichloropyrimidin-4-amine dihydrochloride). Yield: 98.0%. RXN SMILES: [Cl:1][C:2]1[N:7]=[C:6]([NH:8][C:9]2[CH:10]=[C:11]([CH2:15][CH2:16][C:17]3[N:22]=[C:21]([NH:23]C(=O)OC(C)(C)C)[CH:20]=[CH:19][CH:18]=3)[CH:12]=[CH:13][CH:14]=2)[C:5]([Cl:31])=[CH:4][N:3]=1.[ClH:32]>O1CCOCC1>[ClH:1].[ClH:32].[NH2:23][C:21]1[N:22]=[C:17]([CH2:16][CH2:15][C:11]2[CH:10]=[C:9]([NH:8][C:6]3[C:5]([Cl:31])=[CH:4][N:3]=[C:2]([Cl:1])[N:7]=3)[CH:14]=[CH:13][CH:12]=2)[CH:18]=[CH:19][CH:20]=1 |f:3.4.5|. Procedure: To a mixture of tert-butyl [6-(2-{3-[(2,5-dichloropyrimidin-4-yl)amino]phenyl}ethyl)pyridin-2-yl]carbamate (230 mg, 0.50 mmol) in 1,4-dioxane (1.0 mL) was added 4 M hydrogen chloride in 1,4-dioxane (5.0 mL). The resultant reaction mixture was stirred at rt for 2 hours. The reaction mixture was concentrated under vacuum to give the desired product (212 mg, 98%) as a very hydroscopic light yellow powder. LCMS for C17H16Cl2N5 (M+H)+: m/z=360.0. The reactants are BrC=1N=C(N(C1)C(C1=CC=CC=C1)(C1=CC=CC=C1)C1=CC=CC=C1)N(C1=CC=C(C#N)C=C1)CC1=C(C(=CC(=C1)OCC)OC(C)C)F (4-((4-bromo-1-trityl-1H-imidazol-2-yl)(5-ethoxy-2-fluoro-3-isopropoxyphenyl)methylamino)benzonitrile), BrC=1N=CN(C1)C(C1=CC=CC=C1)(C1=CC=CC=C1)C1=CC=CC=C1 (4-bromo-1-triphenylmethyl-imidazole), [Si](C)(C)(C(C)(C)C)OC=1C(=C(\C=N\C2=CC=C(C#N)C=C2)C=C(C1)CC)F ((E)-4-(3-(tert-butyldimethylsilyloxy)-5-ethyl-2-fluorobenzylideneamino)benzonitrile). Yields the product BrC=1N=C(N(C1)C(C1=CC=CC=C1)(C1=CC=CC=C1)C1=CC=CC=C1)N(C1=CC=C(C#N)C=C1)CC1=C(C(=CC(=C1)CC)O[Si](C)(C)C(C)(C)C)F (4-((4-bromo-1-trityl-1H-imidazol-2-yl)(3-(tert-butyldimethylsilyloxy)-5-ethyl-2-fluorophenyl)methylamino)benzonitrile). Yield: 65.6%. Reaction SMILES: BrC1N=C(N(CC2C=C(OCC)C=C(OC(C)C)C=2F)C2C=CC(C#N)=CC=2)N(C(C2C=CC=CC=2)(C2C=CC=CC=2)C2C=CC=CC=2)C=1.[Br:50][C:51]1[N:52]=[CH:53][N:54]([C:56]([C:69]2[CH:74]=[CH:73][CH:72]=[CH:71][CH:70]=2)([C:63]2[CH:68]=[CH:67][CH:66]=[CH:65][CH:64]=2)[C:57]2[CH:62]=[CH:61][CH:60]=[CH:59][CH:58]=2)[CH:55]=1.[Si:75]([O:82][C:83]1[C:84]([F:101])=[C:85]([CH:96]=[C:97]([CH2:99][CH3:100])[CH:98]=1)/[CH:86]=[N:87]/[C:88]1[CH:95]=[CH:94][C:91]([C:92]#[N:93])=[CH:90][CH:89]=1)([C:78]([CH3:81])([CH3:80])[CH3:79])([CH3:77])[CH3:76]>>[Br:50][C:51]1[N:52]=[C:53]([N:87]([CH2:86][C:85]2[CH:96]=[C:97]([CH2:99][CH3:100])[CH:98]=[C:83]([O:82][Si:75]([C:78]([CH3:81])([CH3:80])[CH3:79])([CH3:77])[CH3:76])[C:84]=2[F:101])[C:88]2[CH:89]=[CH:90][C:91]([C:92]#[N:93])=[CH:94][CH:95]=2)[N:54]([C:56]([C:63]2[CH:64]=[CH:65][CH:66]=[CH:67][CH:68]=2)([C:57]2[CH:58]=[CH:59][CH:60]=[CH:61][CH:62]=2)[C:69]2[CH:74]=[CH:73][CH:72]=[CH:71][CH:70]=2)[CH:55]=1. Procedure: According to the procedure for the preparation of Intermediate 28.1, reaction of 4-bromo-1-triphenylmethyl-imidazole (100 mg) with Intermediate 188.4 (102 mg) afforded 130 mg of Intermediate 188.5. Reactants: NC1=NC(=CC=C1)N (2,6-diaminopyridine), S(O)(O)(=O)=O (Sulfuric acid). Run in O (water). The product is S(=O)(=O)(O)O.NC1=NC(=CC=C1)N.NC1=NC(=CC=C1)N (2,6-Diaminopyridine hemisulfate). RXN SMILES: [NH2:1][C:2]1[CH:7]=[CH:6][CH:5]=[C:4]([NH2:8])[N:3]=1.[S:9](=[O:13])(=[O:12])([OH:11])[OH:10]>O>[S:9]([OH:13])([OH:12])(=[O:11])=[O:10].[NH2:1][C:2]1[CH:7]=[CH:6][CH:5]=[C:4]([NH2:8])[N:3]=1.[NH2:1][C:2]1[CH:7]=[CH:6][CH:5]=[C:4]([NH2:8])[N:3]=1 |f:3.4.5|. Procedure details: 2,6-Diaminopyridine hemisulfate (DAPH) was prepared as follows. To a 5-L round-bottomed flask equipped with a means of temperature control and a liquid addition funnel was added water (deionized, 2 L) and 2,6-diaminopyridine (DAP 500 g) and the mixture stirred to form a solution. Sulfuric acid (96%, 334 g) the stoichiometric amount) was added at a rate to raise and then to maintain a temperature of 45° to 55° C. An exotherm resulted when the sulfuric acid was added. The solution became brown dur... As a reaction SMILES: [C:21]([O:22][BH-:23]([O:24][C:25](=[O:26])[CH3:27])[O:28][C:29](=[O:30])[CH3:31])(=[O:32])[CH3:33].[CH3:17][C:18](=[O:19])[OH:20].[CH:13]([CH2:14][CH3:15])=[O:16].[Na+:34].[O:35]1[CH2:36][CH2:37][CH2:38][CH2:39]1.[c:1]1([CH:7]2[CH2:8][NH:9][CH2:10][CH2:11][CH2:12]2)[cH:2][cH:3][cH:4][cH:5][cH:6]1>>[c:1]1([CH:7]2[CH2:8][N:9]([CH2:13][CH2:14][CH3:15])[CH2:10][CH2:11][CH2:12]2)[cH:2][cH:3][cH:4][cH:5][cH:6]1. Reactants: CC(=O)O[BH-](OC(C)=O)OC(C)=O, CC(=O)O, CCC=O, [Na+], C1CCOC1, c1ccc(C2CCCNC2)cc1. Product: CCCN1CCCC(c2ccccc2)C1. Starting materials: CN(CCCO[Si](C)(C)C(C)(C)C)C(=O)OC(C)(C)C, C1CCOC1, CC(=O)O, CCOC(C)=O, CCCCCC, O. Yields the product CN(CCCO)C(=O)OC(C)(C)C. As a reaction SMILES: [C:5]([Si:6]([CH3:7])([CH3:8])[O:10][CH2:11][CH2:12][CH2:13][N:14]([C:15]([O:16][C:17]([CH3:18])([CH3:19])[CH3:20])=[O:21])[CH3:22])([CH3:9])([CH3:23])[CH3:24].[CH2:38]1[O:39][CH2:40][CH2:41][CH2:42]1.[CH3:1][C:2](=[O:3])[OH:4].[CH3:25][CH2:26][O:27][C:28]([CH3:29])=[O:30].[CH3:31][CH2:32][CH2:33][CH2:34][CH2:35][CH3:36].[OH2:37]>>[OH:10][CH2:11][CH2:12][CH2:13][N:14]([C:15]([O:16][C:17]([CH3:18])([CH3:19])[CH3:20])=[O:21])[CH3:22]. Starting materials: ClC(Cl)Cl, O=C(O)c1ccc([N+](=O)[O-])cc1O, O=S(Cl)Cl. Product: O=C(Cl)c1ccc([N+](=O)[O-])cc1O. Reaction SMILES: [CH:18]([Cl:19])([Cl:20])[Cl:21].[N+:5](=[O:6])([O-:7])[c:8]1[cH:9][c:10]([OH:17])[c:11]([C:12](=[O:13])[OH:14])[cH:15][cH:16]1.[S:1]([Cl:2])([Cl:3])=[O:4]>>[Cl:3][C:12]([c:11]1[c:10]([OH:17])[cH:9][c:8]([N+:5](=[O:6])[O-:7])[cH:16][cH:15]1)=[O:13]. Starting materials: Cc1ccccc1-n1c(CBr)cc2cccc(C)c2c1=O, [H-], Nc1ncnc2[nH]cnc12, [Na+], CN(C)C=O. The product is Cc1ccccc1-n1c(Cn2cnc3c(N)ncnc32)cc2cccc(C)c2c1=O. As a reaction SMILES: [Br:13][CH2:14][c:15]1[n:16](-[c:27]2[c:28]([CH3:33])[cH:29][cH:30][cH:31][cH:32]2)[c:17](=[O:26])[c:18]2[c:19]([CH3:25])[cH:20][cH:21][cH:22][c:23]2[cH:24]1.[H-:12].[NH2:1][c:2]1[n:3][cH:4][n:5][c:6]2[nH:7][cH:8][n:9][c:10]12.[Na+:11].[O:34]=[CH:35][N:36]([CH3:37])[CH3:38]>>[NH2:1][c:2]1[n:3][cH:4][n:5][c:6]2[n:7]([CH2:14][c:15]3[n:16](-[c:27]4[c:28]([CH3:33])[cH:29][cH:30][cH:31][cH:32]4)[c:17](=[O:26])[c:18]4[c:19]([CH3:25])[cH:20][cH:21][cH:22][c:23]4[cH:24]3)[cH:8][n:9][c:10]12. Starting materials: C(#N)N1CCC(CC1)N(C(C1=CC=C(C=C1)C1=CN=CO1)=O)C1CC1 (N-(1-cyano-piperidin-4-yl)-N-cyclopropyl-4-oxazol-5-yl-benzamide), BrC=1C=C(C(=N)NO)C=CC1 (3-bromo-N-hydroxy-benzamidine). The product is BrC=1C=C(C=CC1)C1=NOC(=N1)N1CCC(CC1)N(C(C1=CC=C(C=C1)C1=CN=CO1)=O)C1CC1 (N-{1-[3-(3-Bromo-phenyl)-[1,2,4]oxadiazol-5-yl]-piperidin-4-yl}-N-cyclopropyl-4-oxazol-5-yl-benzamide). As a reaction SMILES: [C:1]([N:3]1[CH2:8][CH2:7][CH:6]([N:9]([CH:23]2[CH2:25][CH2:24]2)[C:10](=[O:22])[C:11]2[CH:16]=[CH:15][C:14]([C:17]3[O:21][CH:20]=[N:19][CH:18]=3)=[CH:13][CH:12]=2)[CH2:5][CH2:4]1)#[N:2].[Br:26][C:27]1[CH:28]=[C:29]([CH:34]=[CH:35][CH:36]=1)[C:30]([NH:32][OH:33])=N>>[Br:26][C:27]1[CH:28]=[C:29]([C:30]2[N:2]=[C:1]([N:3]3[CH2:4][CH2:5][CH:6]([N:9]([CH:23]4[CH2:25][CH2:24]4)[C:10](=[O:22])[C:11]4[CH:12]=[CH:13][C:14]([C:17]5[O:21][CH:20]=[N:19][CH:18]=5)=[CH:15][CH:16]=4)[CH2:7][CH2:8]3)[O:33][N:32]=2)[CH:34]=[CH:35][CH:36]=1. Procedure: The title compound is prepared from N-(1-cyano-piperidin-4-yl)-N-cyclopropyl-4-oxazol-5-yl-benzamide and 3-bromo-N-hydroxy-benzamidine following a procedure analogous to that described in Example 1. LC (method 6): tR=2.09 min; Mass spectrum (ESI+): m/z=534/536 (Br) [M+H]+.